Task: describe an organic reaction: reactants, conditions, products, and yield. Dataset: the Open Reaction Database (ORD), a public repository of structured organic reaction records Reactants: O.NC=1C(N(C(N(C1N)C)=O)C)=O (5,6-Diamino-1,3-dimethyluracil hydrate), C(#N)CC(=O)O (cyanoacetic acid). Product: C(#N)CC(=O)NC=1C(N(C(N(C1N)C)=O)C)=O (5-cyanoacetamido-6-amino-1,3-dimethyluracil). Reaction SMILES: O.[NH2:2][C:3]1[C:4](=[O:13])[N:5]([CH3:12])[C:6](=[O:11])[N:7]([CH3:10])[C:8]=1[NH2:9].[C:14]([CH2:16][C:17](O)=[O:18])#[N:15]>>[C:14]([CH2:16][C:17]([NH:2][C:3]1[C:4](=[O:13])[N:5]([CH3:12])[C:6](=[O:11])[N:7]([CH3:10])[C:8]=1[NH2:9])=[O:18])#[N:15] |f:0.1|. Reported procedure: 5,6-Diamino-1,3-dimethyluracil hydrate is reacted with cyanoacetic acid to yield 5-cyanoacetamido-6-amino-1,3-dimethyluracil of the formula: ##STR4## The 5-cyanoacetamido-6-amino-1,3-dimethyluracil is treated with sodium hydroxide within a temperature range of 145°-155° C. to yield 8-carboxymethyltheophylline of the formula: ##STR5## The 8-carboxymethyltheophylline is treated with an alkylated inhibitor of the formula: ##STR6## to yield the compounds of formula (II).